The task is: describe an organic reaction: reactants, conditions, products, and yield. This data is from the Open Reaction Database (ORD), a public repository of structured organic reaction records. Starting materials: ClC1=NC=NC2=C1C(N(CCO2)C2=CC=C(C=C2)I)=O (4-chloro-6-(4-iodophenyl)-7,8-dihydropyrimido[5,4-f][1,4]oxazepin-5(6H)-one), N (ammonia), 5, CO (methanol), C(Cl)(Cl)Cl (chloroform). The solvent is O1CCOCC1 (p-dioxane). The product is NC1=NC=NC2=C1C(N(CCO2)C2=CC=C(C=C2)I)=O (4-Amino-6-(4-iodophenyl)-7,8-dihydropyrimido[5,4-f][1,4]oxazepin-5(6H)-one). RXN SMILES: Cl[C:2]1[C:7]2[C:8](=[O:20])[N:9]([C:13]3[CH:18]=[CH:17][C:16]([I:19])=[CH:15][CH:14]=3)[CH2:10][CH2:11][O:12][C:6]=2[N:5]=[CH:4][N:3]=1.CO.C(Cl)(Cl)Cl.[NH3:27]>O1CCOCC1>[NH2:27][C:2]1[C:7]2[C:8](=[O:20])[N:9]([C:13]3[CH:18]=[CH:17][C:16]([I:19])=[CH:15][CH:14]=3)[CH2:10][CH2:11][O:12][C:6]=2[N:5]=[CH:4][N:3]=1. Procedure details: A solution of 4-chloro-6-(4-iodophenyl)-7,8-dihydropyrimido[5,4-f][1,4]oxazepin-5(6H)-one (279 mg, 0.70 mmol) in 0.5 N ammonia in p-dioxane was stirred in a sealed tube for 18 hours. Concentration of the reaction mixture, followed by chromatography (10 g silica gel, 0-5% methanol: chloroform) afforded the title compound of Preparation 5 as a white solid, 122 mg. 1H NMR (400 MHz, DMSO-d6) δ 8.18 (s, 1H), 7.80 (d, 2H), 7.60 (br s, 2H), 7.19 (d, 2H), 4.60 (m, 2H), 3.96 (m, 2H). m/z=383.1 (M+1). Starting materials: COC(=O)C1CN(C(C1)=O)C1=CC=C(C=C1)OO ((RS)-1-(4-hydroxyoxy-phenyl)-5-oxo-pyrrolidine-3-carboxylic acid methyl ester), FC1=CC=C(CBr)C=C1 (4-fluorobenzylbromide), C([O-])([O-])=O.[K+].[K+] (potassium carbonate). Product: COC(=O)C1CN(C(C1)=O)C1=CC=C(C=C1)OCC1=CC=C(C=C1)F ((RS)-1-[4-(4-fluoro-benzyloxy)-phenyl]-5-oxo-pyrrolidine-3-carboxylic acid methyl ester). RXN SMILES: [CH3:1][O:2][C:3]([CH:5]1[CH2:9][C:8](=[O:10])[N:7]([C:11]2[CH:16]=[CH:15][C:14]([O:17]O)=[CH:13][CH:12]=2)[CH2:6]1)=[O:4].[F:19][C:20]1[CH:27]=[CH:26][C:23]([CH2:24]Br)=[CH:22][CH:21]=1.C(=O)([O-])[O-].[K+].[K+]>>[CH3:1][O:2][C:3]([CH:5]1[CH2:9][C:8](=[O:10])[N:7]([C:11]2[CH:16]=[CH:15][C:14]([O:17][CH2:24][C:23]3[CH:26]=[CH:27][C:20]([F:19])=[CH:21][CH:22]=3)=[CH:13][CH:12]=2)[CH2:6]1)=[O:4] |f:2.3.4|. Procedure: In an analogous manner to that described in Example 1d), the alkylation of the (RS)-1-(4-hydroxyoxy-phenyl)-5-oxo-pyrrolidine-3-carboxylic acid methyl ester with 4-fluorobenzylbromide in presence of potassium carbonate yields the (RS)-1-[4-(4-fluoro-benzyloxy)-phenyl]-5-oxo-pyrrolidine-3-carboxylic acid methyl ester as a light yellow powder; MS: m/e=344 (M+H)+. The reactants are COC(=O)CC1=CN(C(=O)c2cc(OC)c(OCc3ccccc3)cc2[N+](=O)[O-])C(CO)C1, CO. Product: COC(=O)CC1=CN(C(=O)c2cc(OC)c(OCc3ccccc3)cc2N)C(CO)C1. Reaction SMILES: [CH2:1]([c:2]1[cH:3][cH:4][cH:5][cH:6][cH:7]1)[O:8][c:9]1[cH:10][c:11]([N+:31]([O-:32])=[O:33])[c:12]([C:13](=[O:14])[N:15]2[CH:16]([CH2:25][OH:26])[CH2:17][C:18]([CH2:20][C:21](=[O:22])[O:23][CH3:24])=[CH:19]2)[cH:27][c:28]1[O:29][CH3:30].[CH3:34][OH:35]>>[CH2:1]([c:2]1[cH:3][cH:4][cH:5][cH:6][cH:7]1)[O:8][c:9]1[cH:10][c:11]([NH2:31])[c:12]([C:13](=[O:14])[N:15]2[CH:16]([CH2:25][OH:26])[CH2:17][C:18]([CH2:20][C:21](=[O:22])[O:23][CH3:24])=[CH:19]2)[cH:27][c:28]1[O:29][CH3:30]. Reactants: O=C(n1ccnc1)n1ccnc1, O=C([O-])O, CC#N, Cl, Cc1cccc(N)c1C(=O)O, NC1CCC(=O)NC1=O, [Na+]. Product: Cc1cccc(N)c1C(=O)NC1CCC(=O)NC1=O. As a reaction SMILES: [C:12]([n:13]1[cH:14][cH:15][n:16][cH:17]1)([n:18]1[cH:19][cH:20][n:21][cH:22]1)=[O:23].[C:34](=[O:35])([O-:36])[OH:37].[CH3:39][C:40]#[N:41].[ClH:24].[NH2:1][c:2]1[c:3]([C:4](=[O:5])[OH:6])[c:7]([CH3:11])[cH:8][cH:9][cH:10]1.[NH2:25][CH:26]1[C:27](=[O:33])[NH:28][C:29](=[O:32])[CH2:30][CH2:31]1.[Na+:38]>>[NH2:1][c:2]1[c:3]([C:4](=[O:6])[NH:25][CH:26]2[C:27](=[O:33])[NH:28][C:29](=[O:32])[CH2:30][CH2:31]2)[c:7]([CH3:11])[cH:8][cH:9][cH:10]1. Starting materials: CCCCN, CCO, O=S1(=O)C=Cc2ccccc21. The product is CCCCNC1CS(=O)(=O)c2ccccc21. As a reaction SMILES: [CH2:12]([CH2:13][CH2:14][CH3:15])[NH2:16].[CH3:17][CH2:18][OH:19].[S:1]1(=[O:10])(=[O:11])[CH:2]=[CH:3][c:4]2[c:5]1[cH:6][cH:7][cH:8][cH:9]2>>[S:1]1(=[O:10])(=[O:11])[CH2:2][CH:3]([NH:16][CH2:12][CH2:13][CH2:14][CH3:15])[c:4]2[c:5]1[cH:6][cH:7][cH:8][cH:9]2. Starting materials: N1=CC=C(C=C1)N1CCC(CC1)CNC=1C(=CC=CC1)N (N1-[1-(4-pyridyl)piperidin-4-ylmethyl]-1,2-benzenediamine), N1=CC=CC=C1 (pyridine), COC1=CC=C(C(=O)Cl)C=C1 (4-methoxybenzoyl chloride). Solvent: C(Cl)(Cl)Cl (chloroform), C(Cl)(Cl)Cl (chloroform). Reaction conditions: time 17 hour. Product: COC1=CC=C(C(=O)NC=2C(=CC=CC2)NCC2CCN(CC2)C2=CC=NC=C2)C=C1 (N1-(4-methoxybenzoyl)-N2-[1-(4-pyridyl)piperidin-4-ylmethyl]-1,2-benzendiamine). Yield: 16.6%. Reaction SMILES: [N:1]1[CH:6]=[CH:5][C:4]([N:7]2[CH2:12][CH2:11][CH:10]([CH2:13][NH:14][C:15]3[C:16]([NH2:21])=[CH:17][CH:18]=[CH:19][CH:20]=3)[CH2:9][CH2:8]2)=[CH:3][CH:2]=1.N1C=CC=CC=1.[CH3:28][O:29][C:30]1[CH:38]=[CH:37][C:33]([C:34](Cl)=[O:35])=[CH:32][CH:31]=1>C(Cl)(Cl)Cl>[CH3:28][O:29][C:30]1[CH:38]=[CH:37][C:33]([C:34]([NH:21][C:16]2[C:15]([NH:14][CH2:13][CH:10]3[CH2:11][CH2:12][N:7]([C:4]4[CH:5]=[CH:6][N:1]=[CH:2][CH:3]=4)[CH2:8][CH2:9]3)=[CH:20][CH:19]=[CH:18][CH:17]=2)=[O:35])=[CH:32][CH:31]=1. Reported procedure: A solution of N1-[1-(4-pyridyl)piperidin-4-ylmethyl]-1,2-benzenediamine (212 mg, 0.75 mmol) and pyridine (4 mL) in chloroform (2 mL) at 0° C. was treated with a solution of 4-methoxybenzoyl chloride (128 mg, 0.75 mmol) in chloroform. The mixture was allowed to warm to room temperature and stir for 17 h. The mixture was concentrated and the residue was dissolved in EtOAc. The organic layer was washed with 1 N NaOH (2×), water (3×), brine (1×), dried (K2CO3), and concentrated. The residue was puri... Reactants: OC=1C2=C(N=CN1)C(=CC=N2)C(=O)N (4-hydroxypyrido[3,2-d]pyrimidine-8-carboxamide), Cl.N[C@H](CN(S(=O)(=O)C1=CC=C(C=C1)[N+](=O)[O-])C)C1=CC=C(C=C1)Cl (N—[(S)-2-Amino-2-(4-chloro-phenyl)-ethyl]-N-methyl-4-nitro-benzenesulfonamide hydrochloride). Product: ClC1=CC=C(C=C1)[C@@H](CNC)NC=1C2=C(N=CN1)C(=CC=N2)C(=O)N (4-[(S)-1-(4-Chloro-phenyl)-2-methylamino-ethylamino]-pyrido[3,2-d]pyrimidine-8-carboxylic acid amide). As a reaction SMILES: O[C:2]1[C:3]2[N:11]=[CH:10][CH:9]=[C:8]([C:12]([NH2:14])=[O:13])[C:4]=2[N:5]=[CH:6][N:7]=1.Cl.[NH2:16][C@@H:17]([C:33]1[CH:38]=[CH:37][C:36]([Cl:39])=[CH:35][CH:34]=1)[CH2:18][N:19]([CH3:32])S(C1C=CC([N+]([O-])=O)=CC=1)(=O)=O>>[Cl:39][C:36]1[CH:35]=[CH:34][C:33]([C@H:17]([NH:16][C:2]2[C:3]3[N:11]=[CH:10][CH:9]=[C:8]([C:12]([NH2:14])=[O:13])[C:4]=3[N:5]=[CH:6][N:7]=2)[CH2:18][NH:19][CH3:32])=[CH:38][CH:37]=1 |f:1.2|. Reported procedure: Compound 45 was prepared following general synthesis scheme 8 wherein 4-hydroxypyrido[3,2-d]pyrimidine-8-carboxamide (G) was reacted with N—[(S)-2-Amino-2-(4-chloro-phenyl)-ethyl]-N-methyl-4-nitro-benzenesulfonamide hydrochloride to give the title compound as a white solid. LC/MS [357 (M+H)].